This data is from the Open Reaction Database (ORD), a public repository of structured organic reaction records. The task is: describe an organic reaction: reactants, conditions, products, and yield Starting materials: CC(C)(C)O, O=Cc1ccccc1-c1ccc(C(F)(F)F)cc1, [K+], O=[Mn](=O)(=O)[O-], [Na+], [OH-], O. The product is O=C(O)c1ccccc1-c1ccc(C(F)(F)F)cc1. As a reaction SMILES: [CH3:27][C:28]([OH:29])([CH3:30])[CH3:31].[F:1][C:2]([c:3]1[cH:4][cH:5][c:6](-[c:9]2[c:10]([CH:15]=[O:16])[cH:11][cH:12][cH:13][cH:14]2)[cH:7][cH:8]1)([F:17])[F:18].[K+:24].[Mn:19](=[O:20])([O-:21])(=[O:22])=[O:23].[Na+:26].[OH-:25].[OH2:32]>>[F:1][C:2]([c:3]1[cH:4][cH:5][c:6](-[c:9]2[c:10]([C:15](=[O:16])[OH:20])[cH:11][cH:12][cH:13][cH:14]2)[cH:7][cH:8]1)([F:17])[F:18]. Reactants: solid, C(CCC)C=1N(C2=C(C(=NC=3C=CC=CC23)Cl)N1)CCCCSC1=CC=CC=C1 (2-butyl-4-chloro-1-[4-(phenylthio)butyl]-1H-imidazo[4,5-c]quinoline), C(CCC)C=1N(C2=C(C(=NC=3C=CC=CC23)SC2=CC=CC=C2)N1)CCCCSC1=CC=CC=C1 (2-butyl-4-(phenylthio)-1-[4-(phenylthio)butyl]-1H-imidazo[4,5-c]quinoline), C (charcoal), N (ammonia). The solvent is C(C)(=O)OCC (ethyl acetate), CO (methanol). Run at temperature 150 celsius, time 5 hour. Yields the product C(CCC)C=1N(C2=C(C(=NC=3C=CC=CC23)N)N1)CCCCSC1=CC=CC=C1 (2-butyl-1-[4-(phenylthio)butyl]-1H-imidazo[4,5-c]quinolin-4-amine). RXN SMILES: [CH2:1]([C:5]1[N:6]([CH2:19][CH2:20][CH2:21][CH2:22][S:23][C:24]2[CH:29]=[CH:28][CH:27]=[CH:26][CH:25]=2)[C:7]2[C:16]3[CH:15]=[CH:14][CH:13]=[CH:12][C:11]=3[N:10]=[C:9](Cl)[C:8]=2[N:18]=1)[CH2:2][CH2:3][CH3:4].C(C1[N:35](CCCCSC2C=CC=CC=2)C2C3C=CC=CC=3N=C(SC3C=CC=CC=3)C=2N=1)CCC.N.C>CO.C(OCC)(=O)C>[CH2:1]([C:5]1[N:6]([CH2:19][CH2:20][CH2:21][CH2:22][S:23][C:24]2[CH:29]=[CH:28][CH:27]=[CH:26][CH:25]=2)[C:7]2[C:16]3[CH:15]=[CH:14][CH:13]=[CH:12][C:11]=3[N:10]=[C:9]([NH2:35])[C:8]=2[N:18]=1)[CH2:2][CH2:3][CH3:4]. Procedure: A 3:1 mixture of 2-butyl-4-chloro-1-[4-(phenylthio)butyl]-1H-imidazo[4,5-c]quinoline to 2-butyl-4-(phenylthio)-1-[4-(phenylthio)butyl]-1H-imidazo[4,5-c]quinoline (1.38 g) and a solution of 7% ammonia in methanol (30 mL) were combined in a bomb and heated to 150° C. The reaction was judged to be complete after 5 hours. The volatiles were removed under reduced pressure and the resulting residue was stirred in water and made basic (pH 10) with solid sodium carbonate. The aqueous mixture was extract... Reactants: C(C)OC(=O)C1=CC(=NO1)C1=CC=C(C=C1)NC(=O)NC1=CC=C(C=C1)F (3-{4-[3-(4-fluoro-phenyl)-ureido]-phenyl}-isoxazole-5-carboxylic acid ethyl ester), [K+].[Br-] (KBr). The product is FC1=CC=C(C=C1)NC(NC1=CC=C(C=C1)C1=NOC(=C1)C(=O)O)=O (3-{-4-[3-(4-Fluoro-phenyl)-ureido]-phenyl}-isoxazole-5-carboxylic acid). The yield is 95.2%. Reaction SMILES: C([O:3][C:4]([C:6]1[O:10][N:9]=[C:8]([C:11]2[CH:16]=[CH:15][C:14]([NH:17][C:18]([NH:20][C:21]3[CH:26]=[CH:25][C:24]([F:27])=[CH:23][CH:22]=3)=[O:19])=[CH:13][CH:12]=2)[CH:7]=1)=[O:5])C.[K+].[Br-]>>[F:27][C:24]1[CH:25]=[CH:26][C:21]([NH:20][C:18](=[O:19])[NH:17][C:14]2[CH:13]=[CH:12][C:11]([C:8]3[CH:7]=[C:6]([C:4]([OH:5])=[O:3])[O:10][N:9]=3)=[CH:16][CH:15]=2)=[CH:22][CH:23]=1 |f:1.2|. Procedure details: The title compound was prepared from 3-{4-[3-(4-fluoro-phenyl)-ureido]-phenyl}-isoxazole-5-carboxylic acid ethyl ester using the procedure as set forth in Example 8 and was obtained in 95.2% yield. Mass (ES+): 342 (M++1); IR (KBr): 3307, 3004 (br), 2871 (br), 1711, 1640, 1601, 1546; 1H NMR (DMSO-d6) δ: 7.08 (t, 2H), 7.43 (m, 2H), 7.49 (d, 2H), 7.67 (s, 1H), 7.84 (d, 2H), 8.77 (s, 1H), 8.93 (s, 1H). Reaction SMILES: [C:1]([O:4][C@@H:5]1[C@@H:10]([O:11][C:12](=[O:14])[CH3:13])[C@H:9]([O:15][C:16](=[O:18])[CH3:17])[C@@H:8]([CH2:19][O:20][C:21](=[O:23])[CH3:22])[O:7][C@H:6]1[N:24]1[C:32]2[C:27](=[CH:28][CH:29]=[CH:30][CH:31]=2)[C:26]([C:33]([C:35]2[S:39][C:38]3[CH:40]=[CH:41][CH:42]=[CH:43][C:37]=3[CH:36]=2)=O)=[CH:25]1)(=[O:3])[CH3:2].[BH4-].[Na+]>O1CCCC1.C(O)C>[C:1]([O:4][C@@H:5]1[C@@H:10]([O:11][C:12](=[O:14])[CH3:13])[C@H:9]([O:15][C:16](=[O:18])[CH3:17])[C@@H:8]([CH2:19][O:20][C:21](=[O:23])[CH3:22])[O:7][C@H:6]1[N:24]1[C:32]2[C:27](=[CH:28][CH:29]=[CH:30][CH:31]=2)[C:26]([CH2:33][C:35]2[S:39][C:38]3[CH:40]=[CH:41][CH:42]=[CH:43][C:37]=3[CH:36]=2)=[CH:25]1)(=[O:3])[CH3:2] |f:1.2|. Yields the product C(C)(=O)O[C@H]1[C@@H](O[C@@H]([C@H]([C@@H]1OC(C)=O)OC(C)=O)COC(C)=O)N1C=C(C2=CC=CC=C12)CC1=CC2=C(S1)C=CC=C2 (1-(2,3,4,6-tetra-O-acetyl-β-D-glucopyranosyl)-3-(benzo-[b]thiophen-2-ylmethyl)indole). Procedure: Benzo[b]thiophene-2-carboxylic acid (598 mg) was suspended in dichloromethane (10 ml). Added thereto were oxalyl chloride (0.39 ml) and N,N-dimethylformamide (one drop), and the mixture was stirred at room temperature overnight. The solvent was evaporated under reduced pressure to give a corresponding acid chloride, which was dissolved in dichloroethane (30 ml). To the solution was added 1-(2,3,4,6-tetra-O-acetyl-β-D-glucopyranosyl)indole 91 (1 g) obtained above, and the mixture was cooled to 0°... Reactants: ( 3 ), C(C)(=O)O[C@H]1[C@@H](O[C@@H]([C@H]([C@@H]1OC(C)=O)OC(C)=O)COC(C)=O)N1C=C(C2=CC=CC=C12)C(=O)C1=CC2=C(S1)C=CC=C2 (Benzo[b]thiophen-2-yl (1-(2,3,4,6-tetra-O-acetyl-β-D-glucopyranosyl)-indol-3-yl) ketone), [BH4-].[Na+] (sodium borohydride). Reaction conditions: time 60 minute. The solvent is C(C)O (ethanol), O1CCCC1 (tetrahydrofuran). The yield is 67.5%. The reactants are FC(C(=O)O)(F)F (trifluoroacetic acid), N1=CC=CC=2C(=NC=CC12)N (1,6-naphthyridin-5-amine), C1(=C(C(=CC(=C1)C)C)S(=O)(=O)ONC(OC(C)(C)C)=O)C (tert-butyl mesitylsulfonyloxycarbamate), ice water. Solvent: C(Cl)Cl (DCM). Run at temperature 0 celsius, time 30 minute. Yields the product NN1C(C=2C=CC=NC2C=C1)=[NH2+].CC1=C(C(=CC(=C1)C)C)S(=O)(=O)[O-] (6-Amino-1,6-naphthyridin-5(6H)-iminium 2,4,6-trimethylbenzenesulfonate). As a reaction SMILES: FC(F)(F)C(O)=O.[C:8]1([CH3:28])[CH:13]=[C:12]([CH3:14])[CH:11]=[C:10]([CH3:15])[C:9]=1[S:16]([O:19][NH:20]C(=O)OC(C)(C)C)(=[O:18])=[O:17].[N:29]1[C:38]2[CH:37]=[CH:36][N:35]=[C:34]([NH2:39])[C:33]=2[CH:32]=[CH:31][CH:30]=1>C(Cl)Cl>[NH2:20][N:35]1[CH:36]=[CH:37][C:38]2[N:29]=[CH:30][CH:31]=[CH:32][C:33]=2[C:34]1=[NH2+:39].[CH3:15][C:10]1[CH:11]=[C:12]([CH3:14])[CH:13]=[C:8]([CH3:28])[C:9]=1[S:16]([O-:19])(=[O:18])=[O:17] |f:4.5|. Procedure: To trifluoroacetic acid (10 mL), stirred at 0° C., was added tert-butyl mesitylsulfonyloxycarbamate (6.50 g, 20.6 mmol), and the mixture was stirred at 0° C. for 30 min. The mixture was poured into ice-water (10 mL). A white precipitate was formed, which was filtered and collected. The white precipitate was dissolved in DCM (20 mL), and dried with Na2SO4. To the DCM solution was added 1,6-naphthyridin-5-amine (1.0 g, 6.88 mmol), and the mixture was stirred at room temperature for 4 h. The solven... Starting materials: O=C1CC[C@H](N1)C(=O)O (5-oxo-L-proline), S(=O)(Cl)Cl (thionyl chloride), NC1=CC=C(C=C1)C1=NC=C(C(=N1)O)C(=O)O (2-(4-aminophenyl)-4-hydroxy-5-pyrimidine carboxylic acid). The reagents and catalysts are C(C)N(CC)CC (triethylamine). The solvent is ClCCl (dichloromethane), CN(C=O)C (dimethylformamide), CN(C=O)C (dimethylformamide). Product: O=C1CC[C@H](N1)C(=O)NC1=CC=C(C=C1)C1=NC=C(C(=N1)O)C(=O)O (2-[4-[(5-oxo-L-prolyl)amino]phenyl]-4-hydroxy-5-pyrimidine carboxylic acid). The yield is 77708.2%. RXN SMILES: [O:1]=[C:2]1[NH:6][C@H:5]([C:7]([OH:9])=O)[CH2:4][CH2:3]1.S(Cl)(Cl)=O.[NH2:14][C:15]1[CH:20]=[CH:19][C:18]([C:21]2[N:26]=[C:25]([OH:27])[C:24]([C:28]([OH:30])=[O:29])=[CH:23][N:22]=2)=[CH:17][CH:16]=1>C(N(CC)CC)C.CN(C)C=O.ClCCl>[O:1]=[C:2]1[NH:6][C@H:5]([C:7]([NH:14][C:15]2[CH:16]=[CH:17][C:18]([C:21]3[N:26]=[C:25]([OH:27])[C:24]([C:28]([OH:30])=[O:29])=[CH:23][N:22]=3)=[CH:19][CH:20]=2)=[O:9])[CH2:4][CH2:3]1. Procedure details: A suspension of 12.9 g (0.1 mol) 5-oxo-L-proline, 7.7 ml (0.1 mol) dimethylformamide, and 150 ml of dichloromethane is stirred at 0°-5° C. and 7.3 ml (0.1 mol) of thionyl chloride is added. The reaction mixture is stirred at 0°-5° C. for 1/2 hrs and at room temperature for 2 hrs. After stirring for 20 minutes at room temperature a solution of 11.55 g (0.05 mmol) of 2-(4-aminophenyl)-4-hydroxy-5-pyrimidine carboxylic acid, 7.7 ml (0.55 mmol) triethylamine, and 150 ml of dimethylformamide is added...